Dataset: the Open Reaction Database (ORD), a public repository of structured organic reaction records. Task: describe an organic reaction: reactants, conditions, products, and yield Starting materials: COC(C(=O)OC)C1=C(C=CC=C1)O/N=C(/C1=CC=C(C=C1)Cl)\C (methyl (E)-α-methoxy-2-(α-methyl-4-chlorobenzylideneaminooxy)phenylacetate), CN.CO (monomethylamine methanol). Product: COC(C(=O)NC)C1=C(C=CC=C1)O/N=C(/C1=CC=C(C=C1)Cl)\C ((E)-α-methoxy-N-methyl-2-(α-methyl-4-chlorobenzylideneaminooxy)phenylacetamide). Yield: 86.0%. RXN SMILES: [CH3:1][O:2][CH:3]([C:8]1[CH:13]=[CH:12][CH:11]=[CH:10][C:9]=1[O:14]/[N:15]=[C:16](\[CH3:24])/[C:17]1[CH:22]=[CH:21][C:20]([Cl:23])=[CH:19][CH:18]=1)[C:4](OC)=[O:5].[CH3:25][NH2:26].CO>>[CH3:1][O:2][CH:3]([C:8]1[CH:13]=[CH:12][CH:11]=[CH:10][C:9]=1[O:14]/[N:15]=[C:16](\[CH3:24])/[C:17]1[CH:22]=[CH:21][C:20]([Cl:23])=[CH:19][CH:18]=1)[C:4]([NH:26][CH3:25])=[O:5] |f:1.2|. Procedure details: A solution of methyl (E)-α-methoxy-2-(α-methyl-4-chlorobenzylideneaminooxy)phenylacetate (0.48 g, 1.3 mmol) and 40% monomethylamine-methanol solution (10 ml) was stirred in a sealed tube at 80° C. for 15 hours. The mixture was cooled to room temperature, and then the solvent was evaporated under reduced pressure. Water was added, the mixture was adjusted to pH 1 with 1N hydrochloric acid, extracted with methylene chloride and dried over anhydrous magnesium sulfate. The solvent was evaporated, an... The reactants are CCOC(=O)c1cn(C)c2nc3c(F)c(F)c(F)cc3cc2c1=O, CC(=O)O, Cl. Product: Cn1cc(C(=O)O)c(=O)c2cc3cc(F)c(F)c(F)c3nc21. RXN SMILES: [CH2:1]([CH3:2])[O:3][C:4](=[O:5])[c:6]1[c:7](=[O:24])[c:8]2[cH:9][c:10]3[c:11]([n:12][c:13]2[n:14]([CH3:16])[cH:15]1)[c:17]([F:23])[c:18]([F:22])[c:19]([F:21])[cH:20]3.[CH3:26][C:27](=[O:28])[OH:29].[ClH:25]>>[O:3]=[C:4]([OH:5])[c:6]1[c:7](=[O:24])[c:8]2[cH:9][c:10]3[c:11]([n:12][c:13]2[n:14]([CH3:16])[cH:15]1)[c:17]([F:23])[c:18]([F:22])[c:19]([F:21])[cH:20]3. Reactants: N1CCOCC1 (morpholine), ClC=1NC=2N(C(C1)=O)N=CC2CC2=C(C(=CC=C2)C(F)(F)F)C (5-chloro-3-{[2-methyl-3-(trifluoromethyl)phenyl]methyl}pyrazolo[1,5-a]pyrimidin-7(4H)-one), [OH-].[Na+] (NaOH), ClC1=NC=2N(C(=C1)Cl)N=CC2CC2=C(C(=CC=C2)C(F)(F)F)C (5,7-dichloro-3-{[2-methyl-3-(trifluoromethyl)phenyl]methyl}pyrazolo[1,5-a]pyrimidine), Cl (HCl). Solvent: C(C)(=O)OCC (ethyl acetate), O (water), C(C)O (ethanol), O (water), O1CCCC1 (tetrahydrofuran). Conditions: temperature 40 celsius, time 1 hour. Product: CC1=C(CC=2C=NN3C2N=C(C=C3O)N3CCOCC3)C=CC=C1C(F)(F)F (3-(2-methyl-3-(trifluoromethyl)benzyl)-5-morpholinopyrazolo[1,5-a]pyrimidin-7-ol). As a reaction SMILES: ClC1C=C(Cl)N2N=CC(CC3C=CC=C(C(F)(F)F)C=3C)=C2N=1.[OH-].[Na+].Cl[C:27]1[NH:28][C:29]2[N:30]([N:34]=[CH:35][C:36]=2[CH2:37][C:38]2[CH:43]=[CH:42][CH:41]=[C:40]([C:44]([F:47])([F:46])[F:45])[C:39]=2[CH3:48])[C:31](=[O:33])[CH:32]=1.[NH:49]1[CH2:54][CH2:53][O:52][CH2:51][CH2:50]1.Cl>O.O1CCCC1.C(O)C.C(OCC)(=O)C>[CH3:48][C:39]1[C:40]([C:44]([F:47])([F:46])[F:45])=[CH:41][CH:42]=[CH:43][C:38]=1[CH2:37][C:36]1[CH:35]=[N:34][N:30]2[C:31]([OH:33])=[CH:32][C:27]([N:49]3[CH2:54][CH2:53][O:52][CH2:51][CH2:50]3)=[N:28][C:29]=12 |f:1.2|. Reported procedure: To a solution of 5,7-dichloro-3-{[2-methyl-3-(trifluoromethyl)phenyl]methyl}pyrazolo[1,5-a]pyrimidine (1.9 g, 5.28 mmol) in water (10.0 mL) and tetrahydrofuran (40 mL) stirred at 0° C. was added a solution of 1M NaOH solution (5.28 g, 13.2 mmol) in dropwise during 5 min. The reaction mixture was stirred at 40° C. for 1 hour. Excess solvent was removed. The residue was dissolved with ethyl acetate (100 mL) and water (25 mL). The pH of aqueous layer was adjusted to pH 7. Two layers were separated.... Reactants: [BH4-], CCOC(=O)Cl, CN1CCOCC1, CO, CC(C)(C)CN1C(=O)C(CC(=O)O)OC(c2ccccc2Cl)c2cc(Cl)ccc21, [Na+], C1CCOC1. Yields the product CC(C)(C)CN1C(=O)C(CCO)OC(c2ccccc2Cl)c2cc(Cl)ccc21. RXN SMILES: [BH4-:43].[C:37]([Cl:38])(=[O:39])[O:40][CH2:41][CH3:42].[CH3:30][N:31]1[CH2:32][CH2:33][O:34][CH2:35][CH2:36]1.[CH3:50][OH:51].[Cl:1][c:2]1[cH:3][cH:4][c:5]2[c:6]([cH:29]1)[CH:7]([c:22]1[c:23]([Cl:28])[cH:24][cH:25][cH:26][cH:27]1)[O:8][CH:9]([CH2:18][C:19](=[O:20])[OH:21])[C:10](=[O:17])[N:11]2[CH2:12][C:13]([CH3:14])([CH3:15])[CH3:16].[Na+:44].[O:45]1[CH2:46][CH2:47][CH2:48][CH2:49]1>>[Cl:1][c:2]1[cH:3][cH:4][c:5]2[c:6]([cH:29]1)[CH:7]([c:22]1[c:23]([Cl:28])[cH:24][cH:25][cH:26][cH:27]1)[O:8][CH:9]([CH2:18][CH2:19][OH:20])[C:10](=[O:17])[N:11]2[CH2:12][C:13]([CH3:14])([CH3:15])[CH3:16]. Starting materials: C(C=C)N1CC(CCC1)N (1-allyl-3-aminopiperidine), C(C)(=O)OC1C2=CC=CC=C2OC=2C=CC=CC12 (9-acetoxyxanthene). Run in C1(=CC=CC=C1)C (toluene). Product: C(C=C)N1CC(CCC1)NC1C2=CC=CC=C2OC=2C=CC=CC12 (N-(N-allyl-3-piperidinyl)-9-xanthenylamine). As a reaction SMILES: [CH2:1]([N:4]1[CH2:9][CH2:8][CH2:7][CH:6]([NH2:10])[CH2:5]1)[CH:2]=[CH2:3].C(O[CH:15]1[C:28]2[CH:27]=[CH:26][CH:25]=[CH:24][C:23]=2[O:22][C:21]2[C:16]1=[CH:17][CH:18]=[CH:19][CH:20]=2)(=O)C>C1(C)C=CC=CC=1>[CH2:1]([N:4]1[CH2:9][CH2:8][CH2:7][CH:6]([NH:10][CH:15]2[C:16]3[CH:17]=[CH:18][CH:19]=[CH:20][C:21]=3[O:22][C:23]3[C:28]2=[CH:27][CH:26]=[CH:25][CH:24]=3)[CH2:5]1)[CH:2]=[CH2:3]. Reported procedure: Refluxing 1-allyl-3-aminopiperidine and 9-acetoxyxanthene in dry toluene for 24 hours and working up by the procedure of Example 1 gives N-(N-allyl-3-piperidinyl)-9-xanthenylamine. The yield is 38.0%. Run in CO (MeOH). As a reaction SMILES: [F:1][C:2]1[CH:3]=[C:4]([C@H:10]2[CH2:14][CH2:13][CH2:12][N:11]2[C:15]2[CH:20]=[CH:19][N:18]3[N:21]=[CH:22][C:23]([C:24]([OH:26])=O)=[C:17]3[N:16]=2)[C:5]([O:8][CH3:9])=[N:6][CH:7]=1.[NH3:27]>CO>[F:1][C:2]1[CH:3]=[C:4]([C@H:10]2[CH2:14][CH2:13][CH2:12][N:11]2[C:15]2[CH:20]=[CH:19][N:18]3[N:21]=[CH:22][C:23]([C:24]([NH2:27])=[O:26])=[C:17]3[N:16]=2)[C:5]([O:8][CH3:9])=[N:6][CH:7]=1. Starting materials: FC=1C=C(C(=NC1)OC)[C@@H]1N(CCC1)C1=NC=2N(C=C1)N=CC2C(=O)O ((R)-5-(2-(5-fluoro-2-methoxypyridin-3-yl)pyrrolidin-1-yl)pyrazolo[1,5-a]pyrimidine-3-carboxylic acid), N (NH3). Yields the product FC=1C=C(C(=NC1)OC)[C@@H]1N(CCC1)C1=NC=2N(C=C1)N=CC2C(=O)N ((R)-5-(2-(5-fluoro-2-methoxypyridin-3-yl)pyrrolidin-1-yl)pyrazolo[1,5-a]pyrimidine-3-carboxamide). Procedure: Prepared by the method described in Example 1 using (R)-5-(2-(5-fluoro-2-methoxypyridin-3-yl)pyrrolidin-1-yl)pyrazolo[1,5-a]pyrimidine-3-carboxylic acid (Preparation K) and 7N NH3 in MeOH. The combined organic extracts were concentrated and the residue was purified by reverse phase HPLC (0-80% acetonitrile/water) to provide the title compound (15 mg, 38% yield). MS (apci) m/z=357.0 (M+H). The reactants are O, O=[N+]([O-])O, O=C(O)Cc1ccccc1O. Yields the product O=C(O)Cc1ccc([N+](=O)[O-])cc1O. As a reaction SMILES: [OH2:16].[OH:12][N+:13]([O-:14])=[O:15].[OH:1][c:2]1[c:3]([CH2:8][C:9](=[O:10])[OH:11])[cH:4][cH:5][cH:6][cH:7]1>>[OH:1][c:2]1[c:3]([CH2:8][C:9](=[O:10])[OH:11])[cH:4][cH:5][c:6]([N+:13](=[O:12])[O-:14])[cH:7]1. Reactants: CC#N, CCOC(C)=O, CC(C)(C)N, CCCC(NC(C)C(=O)N1C(C(=O)O)CC2CCCCC21)C(=O)OCC, C1COCCO1. Product: CC(C)(C)N, CCCC(NC(C)C(=O)N1C(C(=O)O)CC2CCCCC21)C(=O)OCC. Reaction SMILES: [CH3:27][C:28]#[N:29].[CH3:30][CH2:31][O:32][C:33](=[O:34])[CH3:35].[CH3:36][C:37]([CH3:38])([CH3:39])[NH2:40].[CH:1]12[CH2:2][CH2:3][CH2:4][CH2:5][CH:6]1[N:7]([C:13](=[O:14])[CH:15]([CH3:16])[NH:17][CH:18]([CH2:19][CH2:20][CH3:21])[C:22](=[O:23])[O:24][CH2:25][CH3:26])[CH:8]([C:10]([OH:11])=[O:12])[CH2:9]2.[O:41]1[CH2:42][CH2:43][O:44][CH2:45][CH2:46]1>>[CH3:36][C:37]([CH3:38])([CH3:39])[NH2:40].[CH:1]12[CH2:2][CH2:3][CH2:4][CH2:5][CH:6]1[N:7]([C:13](=[O:14])[CH:15]([CH3:16])[NH:17][CH:18]([CH2:19][CH2:20][CH3:21])[C:22](=[O:23])[O:24][CH2:25][CH3:26])[CH:8]([C:10](=[O:11])[OH:12])[CH2:9]2. Starting materials: CSC(C)(C)C1=NN=C(S1)N (5-(1-methylthio-1-methylethyl)-2-amino-1,3,4-thiadiazole), C(=O)(Cl)Cl (phosgene), C(=O)(Cl)Cl (phosgene). Run in C(C)OC(C)=O (ethylacetate), C(C)(=O)OCC (ethyl acetate). Reaction conditions: time 17 hour. Yields the product CSC(C)(C)C1=NN=C(S1)N=C=O (5-(1-methylthio-1-methylethyl)-1,3,4-thiadiazol-2-yl isocyanate). Reaction SMILES: [C:1](Cl)(Cl)=[O:2].[CH3:5][S:6][C:7]([C:10]1[S:14][C:13]([NH2:15])=[N:12][N:11]=1)([CH3:9])[CH3:8]>C(OC(=O)C)C>[CH3:5][S:6][C:7]([C:10]1[S:14][C:13]([N:15]=[C:1]=[O:2])=[N:12][N:11]=1)([CH3:9])[CH3:8]. Procedure: A 300 milliliter, 3-neck flask equipped with a magnetic stirrer, thermometer, dry ice condenser/drying tube and inlet from a phosgene (COCl2) tank via a calibrated rotometer was charged with 50 milliliters of ethyl acetate and then with 20 grams of phosgene. An additional 50 milliliters of ethylacetate and 6.6 grams (0.035 mole) of 5-(1-methylthio-1-methylethyl)-2-amino-1,3,4-thiadiazole (prepared above) at a temperature of 0° C. was added. The resulting mixture was stirred for 17 hours at room ...